This data is from the Open Reaction Database (ORD), a public repository of structured organic reaction records. The task is: describe an organic reaction: reactants, conditions, products, and yield Starting materials: CC(C(=O)OCC)(C(=O)OCC)CC1=CC(=CC=C1)C (diethyl 2-methyl-2-(3-methylbenzyl)-malonate), [OH-].[Na+] (NaOH), O (water). Reagents/catalysts: [Br-].C(CCCCCCCCCCCCC)[N+](C)(C)C (tetradecyltrimethylammonium bromide). Solvent: C(C)O (ethanol). Product: CC=1C=C(CC(C(=O)OCC)C)C=CC1 (ethyl 2-(3-methylbenzyl)-propionate). RXN SMILES: [CH3:1][C:2]([CH2:13][C:14]1[CH:19]=[CH:18][CH:17]=[C:16]([CH3:20])[CH:15]=1)(C(OCC)=O)[C:3]([O:5][CH2:6][CH3:7])=[O:4].[OH-].[Na+].O>[Br-].C([N+](C)(C)C)CCCCCCCCCCCCC.C(O)C>[CH3:20][C:16]1[CH:15]=[C:14]([CH:19]=[CH:18][CH:17]=1)[CH2:13][CH:2]([CH3:1])[C:3]([O:5][CH2:6][CH3:7])=[O:4] |f:1.2,4.5|. Reported procedure: 500 ml of toluene, 207 g of ground potassium carbonate, 8 g of potassium iodide, 7 g of 18-crown-6 and 209 g of diethyl methylmalonate were initially introduced into a 2 l four-necked flask. The mixture was heated to 85° C. with stirring. 141 g of 3-methylbenzyl chloride were added dropwise in the course of half an hour and the mixture was then stirred at 90° C. for 8 hours. After cooling, the salts were removed by repeatedly shaking with water and the organic layer was distilled. 184 g of dieth...